describe an organic reaction: reactants, conditions, products, and yield From a dataset of the Open Reaction Database (ORD), a public repository of structured organic reaction records. The reactants are [Al+3], N#CC=Cc1ccccc1, CC(C)C[Al+]CC(C)C, Cc1ccccc1, Cl, [H-], C1CCOC1, [OH-], [OH-], [OH-], O. Product: O=CC=Cc1ccccc1. RXN SMILES: [Al+3:23].[C:1]([CH:2]=[CH:3][c:4]1[cH:5][cH:6][cH:7][cH:8][cH:9]1)#[N:10].[CH2:12]([Al+:13][CH2:14][CH:15]([CH3:16])[CH3:17])[CH:18]([CH3:19])[CH3:20].[CH3:32][c:33]1[cH:34][cH:35][cH:36][cH:37][cH:38]1.[ClH:21].[H-:11].[O:26]1[CH2:27][CH2:28][CH2:29][CH2:30]1.[OH-:22].[OH-:24].[OH-:25].[OH2:31]>>[CH:1]([CH:2]=[CH:3][c:4]1[cH:5][cH:6][cH:7][cH:8][cH:9]1)=[O:22]. Starting materials: CCC(C=CCO)=CC(C)C, CC(=O)OC(C)=O, ClCCl, c1ccncc1. Yields the product CCC(C=CCOC(C)=O)=CC(C)C. As a reaction SMILES: [CH2:1]([CH3:2])[C:3]([CH:4]=[CH:5][CH2:6][OH:7])=[CH:8][CH:9]([CH3:10])[CH3:11].[CH3:12][C:13](=[O:14])[O:15][C:16](=[O:17])[CH3:18].[Cl:25][CH2:26][Cl:27].[cH:19]1[cH:20][cH:21][n:22][cH:23][cH:24]1>>[CH2:1]([CH3:2])[C:3]([CH:4]=[CH:5][CH2:6][O:7][C:13]([CH3:12])=[O:14])=[CH:8][CH:9]([CH3:10])[CH3:11].